Task: describe an organic reaction: reactants, conditions, products, and yield. Dataset: the Open Reaction Database (ORD), a public repository of structured organic reaction records Starting materials: O=C([O-])[O-], c1ccc(CN2CCNCC2)cc1, COC(=O)c1ccc(F)cc1, CC#N, [K+], [K+]. Product: COC(=O)c1ccc(N2CCN(Cc3ccccc3)CC2)cc1. As a reaction SMILES: [C:25](=[O:26])([O-:27])[O-:28].[CH2:12]([c:13]1[cH:14][cH:15][cH:16][cH:17][cH:18]1)[N:19]1[CH2:20][CH2:21][NH:22][CH2:23][CH2:24]1.[CH3:1][O:2][C:3]([c:4]1[cH:5][cH:6][c:7]([F:10])[cH:8][cH:9]1)=[O:11].[CH3:31][C:32]#[N:33].[K+:29].[K+:30]>>[CH3:1][O:2][C:3]([c:4]1[cH:5][cH:6][c:7]([N:22]2[CH2:21][CH2:20][N:19]([CH2:12][c:13]3[cH:14][cH:15][cH:16][cH:17][cH:18]3)[CH2:24][CH2:23]2)[cH:8][cH:9]1)=[O:11]. The reactants are FC=1C=C(CN2C3=CC=C(C=C3C=3CC(CCC23)NC(=O)C2CC2)C=O)C=CC1 (cyclopropanecarboxylic acid[9-(3-fluoro-benzyl)-6-formyl-2,3,4,9-tetrahydro-1H-carbazol-3-yl]-amide), [OH-].[Na+] (sodium hydroxide), O(C)N (methoxylamine), [OH-].[Na+] (sodium hydroxide). Solvent: CCO (EtOH), O (water), O (water). Run at time 18 hour. Product: FC=1C=C(CN2C3=CC=C(C=C3C=3CC(CCC23)NC(=O)C2CC2)C=NOC)C=CC1 (Cyclopropanecarboxylic acid[9-(3-fluorobenzyl)-6-(methoxyimino-methyl)-2,3,4,9-tetrahydro-1H-carbazol-3-yl]-amide). Isolated yield 61.0%. Reaction SMILES: [F:1][C:2]1[CH:3]=[C:4]([CH:27]=[CH:28][CH:29]=1)[CH2:5][N:6]1[C:18]2[CH2:17][CH2:16][CH:15]([NH:19][C:20]([CH:22]3[CH2:24][CH2:23]3)=[O:21])[CH2:14][C:13]=2[C:12]2[C:7]1=[CH:8][CH:9]=[C:10]([CH:25]=O)[CH:11]=2.[O:30]([NH2:32])[CH3:31].[OH-].[Na+]>CCO.O>[F:1][C:2]1[CH:3]=[C:4]([CH:27]=[CH:28][CH:29]=1)[CH2:5][N:6]1[C:18]2[CH2:17][CH2:16][CH:15]([NH:19][C:20]([CH:22]3[CH2:24][CH2:23]3)=[O:21])[CH2:14][C:13]=2[C:12]2[C:7]1=[CH:8][CH:9]=[C:10]([CH:25]=[N:32][O:30][CH3:31])[CH:11]=2 |f:2.3|. Procedure details: Combine cyclopropanecarboxylic acid[9-(3-fluoro-benzyl)-6-formyl-2,3,4,9-tetrahydro-1H-carbazol-3-yl]-amide (Preparation 70) (0.32 g, 0.82 mmol), methoxylamine (0.21 g, 2.4 mmol), and sodium hydroxide (0.049 g, 1.3 mmol) in EtOH (15 mL). Add enough water to dissolve the sodium hydroxide and stir for 18 h. Dilute with water and extract with EtOAc. Dry EtOAc extracts over Na2SO4 and filter twice through a pad of silica to give 0.21 g (61%) of an off-white solid. MS (ES): m/z 420 (M+1). Reactants: CC(CC(O)C(Cc1ccccc1)NC(=O)c1cc(-c2ccccc2)cc(N2CCCC2=O)c1)C(=O)NCCC(C)(C)C, CCC(C)Oc1cc(C(=O)O)cc(N2CCCC2=O)c1, CC(CC(O)C(N)Cc1ccccc1)C(=O)NC1CC2CCC1C2. Product: CCC(C)Oc1cc(C(=O)NC(Cc2ccccc2)C(O)CC(C)C(=O)NC2CC3CCC2C3)cc(N2CCCC2=O)c1. As a reaction SMILES: [CH2:1]([CH:2]([NH:3][C:4](=[O:5])[c:6]1[cH:7][c:8](-[c:9]2[cH:10][cH:11][cH:12][cH:13][cH:14]2)[cH:15][c:16]([N:17]2[CH2:18][CH2:19][CH2:20][C:21]2=[O:22])[cH:23]1)[CH:24]([OH:25])[CH2:26][CH:27]([C:28](=[O:29])[NH:30][CH2:31][CH2:32][C:33]([CH3:34])([CH3:35])[CH3:36])[CH3:37])[c:38]1[cH:39][cH:40][cH:41][cH:42][cH:43]1.[CH:44]([CH3:45])([CH2:46][CH3:47])[O:48][c:49]1[cH:50][c:51]([C:52](=[O:53])[OH:54])[cH:55][c:56]([N:58]2[C:59](=[O:63])[CH2:60][CH2:61][CH2:62]2)[cH:57]1.[CH:64]12[CH:65]([NH:71][C:72]([CH:73]([CH2:74][CH:75]([CH:76]([CH2:77][c:78]3[cH:79][cH:80][cH:81][cH:82][cH:83]3)[NH2:84])[OH:85])[CH3:86])=[O:87])[CH2:66][CH:67]([CH2:68][CH2:69]1)[CH2:70]2>>[CH:44]([CH3:45])([CH2:46][CH3:47])[O:48][c:49]1[cH:50][c:51]([C:52](=[O:54])[NH:84][CH:76]([CH:75]([CH2:74][CH:73]([C:72]([NH:71][CH:65]2[CH:64]3[CH2:69][CH2:68][CH:67]([CH2:66]2)[CH2:70]3)=[O:87])[CH3:86])[OH:85])[CH2:77][c:78]2[cH:79][cH:80][cH:81][cH:82][cH:83]2)[cH:55][c:56]([N:58]2[C:59](=[O:63])[CH2:60][CH2:61][CH2:62]2)[cH:57]1. The reactants are C(C)OC1=CC(=CC2=C1NC(O2)=O)CO (4-ethoxy-6-hydroxymethyl-3H-benzooxazol-2-one). Reagents/catalysts: O=[Mn]=O (MnO2). Run in ClCCl (dichloromethane), C(C)O (ethanol). Run at temperature 40 celsius. Yields the product C(C)OC1=CC(=CC2=C1NC(O2)=O)C=O (4-Ethoxy-2-oxo-2,3-dihydro-benzooxazole-6-carbaldehyde). Yield: 77.5%. RXN SMILES: [CH2:1]([O:3][C:4]1[C:9]2[NH:10][C:11](=[O:13])[O:12][C:8]=2[CH:7]=[C:6]([CH2:14][OH:15])[CH:5]=1)[CH3:2]>ClCCl.C(O)C.O=[Mn]=O>[CH2:1]([O:3][C:4]1[C:9]2[NH:10][C:11](=[O:13])[O:12][C:8]=2[CH:7]=[C:6]([CH:14]=[O:15])[CH:5]=1)[CH3:2]. Procedure details: To a solution of 4-ethoxy-6-hydroxymethyl-3H-benzooxazol-2-one (0.69 g, 3.30 mmol, 1.0 equiv) in a mixture of dichloromethane (40 mL) and ethanol (5 mL) was added activated MnO2 (1.15 g, 13.2 mmol, 4.0 equiv). The reaction mixture was heated to 40° C. for 2 h, filtered through Hyflo Super Cel and concentrated by evaporation under reduced pressure. The residue was purified by flash column chromatography on silica eluting with heptane/ethyl acetate (1:1) to yield 0.53 g (78% yield) of the title co... The reactants are CCOC(=O)C(C)(C)S(=O)N1CCC1, ClCCl, O=C(OO)c1cccc(Cl)c1. The product is CCOC(=O)C(C)(C)S(=O)(=O)N1CCC1. Reaction SMILES: [CH2:1]([CH3:2])[O:3][C:4]([C:5]([CH3:6])([CH3:7])[S:8](=[O:9])[N:10]1[CH2:11][CH2:12][CH2:13]1)=[O:14].[Cl:26][CH2:27][Cl:28].[OH:15][O:16][C:17]([c:18]1[cH:19][c:20]([Cl:21])[cH:22][cH:23][cH:24]1)=[O:25]>>[CH2:1]([CH3:2])[O:3][C:4]([C:5]([CH3:6])([CH3:7])[S:8](=[O:9])([N:10]1[CH2:11][CH2:12][CH2:13]1)=[O:15])=[O:14]. Starting materials: O=C1NC(SC1=CC1=CC=C(C=C1)N1CCC(CC1)=O)=S (1-[4-(4-Oxo-2-thioxo-thiazolidin-5-ylidenemethyl)-phenyl]-piperidine-4-one), NC[C@@H](COC1=CC=CC=C1)O ((2S)-1-Amino-3-phenoxypropan-2-ol), C(C)(=O)O[BH-](OC(C)=O)OC(C)=O.[Na+] (sodium triacetoxyborohydride), C(C)(=O)O (acetic acid). The solvent is ClCCCl (1,2-dichloroethane). Run at time 1 day. Product: O[C@@H](CNC1CCN(CC1)C1=CC=C(C=C2C(NC(S2)=S)=O)C=C1)COC1=CC=CC=C1 (5-{4-[4-((2S)-2-Hydroxy-3-phenoxy-propylamino)-piperidine-1-yl]-benzylidene}-2-thioxo-thiazolidin-4-one). As a reaction SMILES: [O:1]=[C:2]1[C:6](=[CH:7][C:8]2[CH:13]=[CH:12][C:11]([N:14]3[CH2:19][CH2:18][C:17](=O)[CH2:16][CH2:15]3)=[CH:10][CH:9]=2)[S:5][C:4](=[S:21])[NH:3]1.[NH2:22][CH2:23][C@H:24]([OH:33])[CH2:25][O:26][C:27]1[CH:32]=[CH:31][CH:30]=[CH:29][CH:28]=1.C(O[BH-](OC(=O)C)OC(=O)C)(=O)C.[Na+].C(O)(=O)C>ClCCCl>[OH:33][C@H:24]([CH2:25][O:26][C:27]1[CH:32]=[CH:31][CH:30]=[CH:29][CH:28]=1)[CH2:23][NH:22][CH:17]1[CH2:18][CH2:19][N:14]([C:11]2[CH:12]=[CH:13][C:8]([CH:7]=[C:6]3[S:5][C:4](=[S:21])[NH:3][C:2]3=[O:1])=[CH:9][CH:10]=2)[CH2:15][CH2:16]1 |f:2.3|. Procedure: 1-[4-(4-Oxo-2-thioxo-thiazolidin-5-ylidenemethyl)-phenyl]-piperidine-4-one (which was obtained in Example 34) (0.16 g, 0.5 mmol) and (2S)-1-amino-3-phenoxy-propan-2-ol (which was obtained in Example 3) (0.12 g, 0.75 mmol) were mixed in 1,2-dichloroethane (10 mL) and then treated with sodium triacetoxyborohydride (0.16 g, 0.75 mmol) and acetic acid (0.045 g, 0.75 mmol). After stirring at room temperature under a nitrogen atmosphere for one day the mixture was quenched with 1N sodium hydroxide (Na... The reactants are C(CC=C)C1=C(C=CC(=C1)F)CO ((2-(but-3-en-1-yl)-4-fluorophenyl)methanol), C(C=C)OC1(CCN(CC1)C1=C(C(=NC=2N1N=C(C2)CI)C)[C@@H](C(=O)OCC)OC(C)(C)C)C ((S)-ethyl 2-(7-(4-(allyloxy)-4-methylpiperidin-1-yl)-2-(iodomethyl)-5-methylpyrazolo[1,5-a]pyrimidin-6-yl)-2-(tert-butoxy)acetate), [H-].[Na+] (NaH). The solvent is CN(C)C=O (DMF). Conditions: temperature 0 celsius, time 3 hour. Yields the product C(C=C)OC1(CCN(CC1)C1=C(C(=NC=2N1N=C(C2)COCC2=C(C=C(C=C2)F)CCC=C)C)[C@@H](C(=O)OCC)OC(C)(C)C)C ((S)-ethyl 2-(7-(4-(allyloxy)-4-methylpiperidin-1-yl)-2-(((2-(but-3-en-1-yl)-4-fluorobenzyl)oxy)methyl)-5-methylpyrazolo[1,5-a]pyrimidin-6-yl)-2-(tert-butoxy)acetate). The yield is 32.5%. RXN SMILES: [CH2:1]([C:5]1[CH:10]=[C:9]([F:11])[CH:8]=[CH:7][C:6]=1[CH2:12][OH:13])[CH2:2][CH:3]=[CH2:4].[CH2:14]([O:17][C:18]1([CH3:47])[CH2:23][CH2:22][N:21]([C:24]2[N:29]3[N:30]=[C:31]([CH2:33]I)[CH:32]=[C:28]3[N:27]=[C:26]([CH3:35])[C:25]=2[C@H:36]([O:42][C:43]([CH3:46])([CH3:45])[CH3:44])[C:37]([O:39][CH2:40][CH3:41])=[O:38])[CH2:20][CH2:19]1)[CH:15]=[CH2:16].[H-].[Na+]>CN(C=O)C>[CH2:14]([O:17][C:18]1([CH3:47])[CH2:19][CH2:20][N:21]([C:24]2[N:29]3[N:30]=[C:31]([CH2:33][O:13][CH2:12][C:6]4[CH:7]=[CH:8][C:9]([F:11])=[CH:10][C:5]=4[CH2:1][CH2:2][CH:3]=[CH2:4])[CH:32]=[C:28]3[N:27]=[C:26]([CH3:35])[C:25]=2[C@H:36]([O:42][C:43]([CH3:46])([CH3:45])[CH3:44])[C:37]([O:39][CH2:40][CH3:41])=[O:38])[CH2:22][CH2:23]1)[CH:15]=[CH2:16] |f:2.3|. Procedure: A mixture of (2-(but-3-en-1-yl)-4-fluorophenyl)methanol (43.8 mg, 0.243 mmol) and (S)-ethyl 2-(7-(4-(allyloxy)-4-methylpiperidin-1-yl)-2-(iodomethyl)-5-methylpyrazolo[1,5-a]pyrimidin-6-yl)-2-(tert-butoxy)acetate (142 mg, 0.243 mmol) in DMF (5 mL) at 0° C. was added NaH (9.72 mg, 0.243 mmol) and the reaction was stirred at 0° C. for 3 h. It was then quenched with water, extracted with EtOAc. The organic layer was dried over MgSO4, filtered and concentrated to obtain an oil, which was then purifie... The reactants are C([O-])([O-])=O.[K+].[K+] (potassium carbonate), ClC=1C(=CC(=C(C1)C(CC1=CC=C(C=C1)OC)=O)O)O (1-(5-Chloro-2,4-dihydroxy-phenyl)-2-(4-methoxy-phenyl)-ethanone), C(C1=CC=CC=C1)Br (benzyl bromide). The solvent is O (water), C(C)#N (acetonitrile). Yields the product C(C1=CC=CC=C1)OC1=C(C=C(C(=C1)OCC1=CC=CC=C1)Cl)C(CC1=CC=C(C=C1)OC)=O (1-(2,4-bis-benzyloxy-5-chloro-phenyl)-2-(4-methoxy-phenyl)-ethanone). RXN SMILES: [Cl:1][C:2]1[C:3]([OH:20])=[CH:4][C:5]([OH:19])=[C:6]([C:8](=[O:18])[CH2:9][C:10]2[CH:15]=[CH:14][C:13]([O:16][CH3:17])=[CH:12][CH:11]=2)[CH:7]=1.C(=O)([O-])[O-].[K+].[K+].[CH2:27](Br)[C:28]1[CH:33]=[CH:32][CH:31]=[CH:30][CH:29]=1>C(#N)C.O>[CH2:27]([O:19][C:5]1[CH:4]=[C:3]([O:20][CH2:8][C:6]2[CH:7]=[CH:2][CH:3]=[CH:4][CH:5]=2)[C:2]([Cl:1])=[CH:7][C:6]=1[C:8](=[O:18])[CH2:9][C:10]1[CH:11]=[CH:12][C:13]([O:16][CH3:17])=[CH:14][CH:15]=1)[C:28]1[CH:33]=[CH:32][CH:31]=[CH:30][CH:29]=1 |f:1.2.3|. Reported procedure: 1-(5-Chloro-2,4-dihydroxy-phenyl)-2-(4-methoxy-phenyl)-ethanone (1 eq) was dissolved in acetonitrile and potassium carbonate (4 eq) was added portion wise. The suspension was stirred for five minutes, before the addition of benzyl bromide (2.4 eq), and after which, the reaction mixture was stirred under nitrogen at reflux for 3 hours. The reaction was allowed to cool to room temperature and diluted with water. This was extracted into ethyl acetate. The organic phase was dried over MgSO4, filtere...